From a dataset of the Open Reaction Database (ORD), a public repository of structured organic reaction records. describe an organic reaction: reactants, conditions, products, and yield As a reaction SMILES: [Cl:1][c:2]1[cH:3][cH:4][cH:5][c:6]2[cH:7][c:8]([CH2:22][Cl:23])[c:9](-[c:12]3[c:13]([C:18]([F:19])([F:20])[F:21])[cH:14][cH:15][cH:16][cH:17]3)[n:10][c:11]12.[H-:25].[I:26][c:27]1[n:28][nH:29][c:30]2[n:31][cH:32][n:33][c:34]([NH2:36])[c:35]12.[Na+:24].[O:37]=[CH:38][N:39]([CH3:40])[CH3:41]>>[Cl:1][c:2]1[cH:3][cH:4][cH:5][c:6]2[cH:7][c:8]([CH2:22][n:29]3[n:28][c:27]([I:26])[c:35]4[c:30]3[n:31][cH:32][n:33][c:34]4[NH2:36])[c:9](-[c:12]3[c:13]([C:18]([F:19])([F:20])[F:21])[cH:14][cH:15][cH:16][cH:17]3)[n:10][c:11]12. The product is Nc1ncnc2c1c(I)nn2Cc1cc2cccc(Cl)c2nc1-c1ccccc1C(F)(F)F. Starting materials: FC(F)(F)c1ccccc1-c1nc2c(Cl)cccc2cc1CCl, [H-], Nc1ncnc2[nH]nc(I)c12, [Na+], CN(C)C=O.